This data is from the Open Reaction Database (ORD), a public repository of structured organic reaction records. The task is: describe an organic reaction: reactants, conditions, products, and yield Starting materials: CC(=O)Oc1ccc2c(c1)c(C(=O)NC1CCN(CCc3ccccc3)CC1)c(C)n2Cc1ccccc1, CO, Cl, [K+], [OH-]. Product: Cl, Cc1c(C(=O)NC2CCN(CCc3ccccc3)CC2)c2cc(O)ccc2n1Cc1ccccc1. Reaction SMILES: [C:4](=[O:5])([CH3:6])[O:7][c:8]1[cH:9][c:10]2[c:11]([C:25](=[O:26])[NH:27][CH:28]3[CH2:29][CH2:30][N:31]([CH2:34][CH2:35][c:36]4[cH:37][cH:38][cH:39][cH:40][cH:41]4)[CH2:32][CH2:33]3)[c:12]([CH3:24])[n:13]([CH2:17][c:18]3[cH:19][cH:20][cH:21][cH:22][cH:23]3)[c:14]2[cH:15][cH:16]1.[CH3:42][OH:43].[ClH:3].[K+:2].[OH-:1]>>[ClH:3].[OH:7][c:8]1[cH:9][c:10]2[c:11]([C:25](=[O:26])[NH:27][CH:28]3[CH2:29][CH2:30][N:31]([CH2:34][CH2:35][c:36]4[cH:37][cH:38][cH:39][cH:40][cH:41]4)[CH2:32][CH2:33]3)[c:12]([CH3:24])[n:13]([CH2:17][c:18]3[cH:19][cH:20][cH:21][cH:22][cH:23]3)[c:14]2[cH:15][cH:16]1.